From a dataset of the Open Reaction Database (ORD), a public repository of structured organic reaction records. describe an organic reaction: reactants, conditions, products, and yield Reactants: O (water), BrBr (bromine), anhydride, C(C=1C(C(=O)O)=CC(C(=O)O)=CC1)(=O)O (trimellitic acid). Reagents/catalysts: [Co] (cobalt), [Mn] (manganese), [Zr] (zirconium). The solvent is C(C)(=O)O (acetic acid), C(C)(=O)O (acetic acid), C(C)(=O)O (acetic acid). Yields the product C1=CC2=C(C=C1C(=O)O)C(=O)OC2=O (trimellitic acid anhydride). Reaction SMILES: BrBr.O.[C:4]([OH:18])(=[O:17])[C:5]1[C:6](=[CH:10][C:11](=[CH:15][CH:16]=1)[C:12]([OH:14])=[O:13])[C:7]([OH:9])=O>C(O)(=O)C.[Zr].[Mn].[Co]>[CH:15]1[C:11]([C:12]([OH:14])=[O:13])=[CH:10][C:6]2[C:7]([O:18][C:4](=[O:17])[C:5]=2[CH:16]=1)=[O:9]. Reported procedure: We have discovered an improved process for the manufacture of trimellitic acid anhydride by the steps of catalytic oxidation of pseudocumene in the presence of acetic acid in an oxidation zone wherein liquid-phase conditions are maintained and wherein the weight ratio of acetic acid to pseudocumene is in the range of about 0.5:1.0 to about 5.0:1.0 and the catalyst comprises one or more heavy metal oxidation catalysts comprising zirconium, cobalt, and manganese to provide about 0.1 to about 0.4, ... Reactants: CN, CCC1C(=O)N(C)c2cnc(-n3ccc(C(=O)O)n3)nc2N1C1CCCC1, Cl. Yields the product CCC1C(=O)N(C)c2cnc(-n3ccc(C(=O)NC)n3)nc2N1C1CCCC1. Reaction SMILES: [CH3:29][NH2:30].[CH:1]1([N:6]2[CH:7]([CH2:26][CH3:27])[C:8](=[O:25])[N:9]([CH3:24])[c:10]3[cH:11][n:12][c:13](-[n:16]4[n:17][c:18]([C:21](=[O:22])[OH:23])[cH:19][cH:20]4)[n:14][c:15]32)[CH2:2][CH2:3][CH2:4][CH2:5]1.[ClH:28]>>[CH:1]1([N:6]2[CH:7]([CH2:26][CH3:27])[C:8](=[O:25])[N:9]([CH3:24])[c:10]3[cH:11][n:12][c:13](-[n:16]4[n:17][c:18]([C:21](=[O:23])[NH:30][CH3:29])[cH:19][cH:20]4)[n:14][c:15]32)[CH2:2][CH2:3][CH2:4][CH2:5]1. Reactants: OC1=CC=C(C2=C1C(C=C(O2)C(=O)OCC)=O)CCC (ethyl 5-hydroxy-4-oxo-8-propyl-4H-1-benzopyran-2-carboxylate), OC(CBr)C (2-hydroxy propyl bromide), C([O-])([O-])=O.[K+].[K+] (potassium carbonate). Solvent: CC(=O)C (acetone). Yields the product OC(COC1=CC=C(C2=C1C(C=C(O2)C(=O)OCC)=O)CCC)C (ethyl 5-(2-hydroxypropoxy)-4-oxo-8-propyl-4H-1-benzopyran-2-carboxylate). As a reaction SMILES: [OH:1][C:2]1[C:7]2[C:8](=[O:17])[CH:9]=[C:10]([C:12]([O:14][CH2:15][CH3:16])=[O:13])[O:11][C:6]=2[C:5]([CH2:18][CH2:19][CH3:20])=[CH:4][CH:3]=1.[OH:21][CH:22]([CH3:25])[CH2:23]Br.C(=O)([O-])[O-].[K+].[K+]>CC(C)=O>[OH:21][CH:22]([CH3:25])[CH2:23][O:1][C:2]1[C:7]2[C:8](=[O:17])[CH:9]=[C:10]([C:12]([O:14][CH2:15][CH3:16])=[O:13])[O:11][C:6]=2[C:5]([CH2:18][CH2:19][CH3:20])=[CH:4][CH:3]=1 |f:2.3.4|. Procedure details: A mixture of ethyl 5-hydroxy-4-oxo-8-propyl-4H-1-benzopyran-2-carboxylate (2.2 g), 2-hydroxy propyl bromide (5 g), anhydrous potassium carbonate (5 g) and acetone (200 ml) was heated at reflux for 3 days. After cooling, the reaction mixture was filtered and the acetone removed from the filtrate in vacuo. The oily residue was dissolved in chloroform (100 ml) and the chloroform solution washed with 1 N aqueous sodium hydroxide solution (50 ml) and water (50 ml) and then dried. Removal of the chlor... Starting materials: CCOC(=O)c1cc(S(=O)(=O)c2cccc(F)c2)ccc1C1CCN(C(=O)OC(C)(C)C)C1, ClCCl, O=C(O)C(F)(F)F. The product is CCOC(=O)c1cc(S(=O)(=O)c2cccc(F)c2)ccc1C1CCNC1. Reaction SMILES: [C:1]([O:2][C:3](=[O:4])[N:8]1[CH2:9][CH:10]([c:13]2[c:14]([C:29](=[O:30])[O:31][CH2:32][CH3:33])[cH:15][c:16]([S:19](=[O:20])(=[O:21])[c:22]3[cH:23][c:24]([F:28])[cH:25][cH:26][cH:27]3)[cH:17][cH:18]2)[CH2:11][CH2:12]1)([CH3:5])([CH3:6])[CH3:7].[Cl:41][CH2:42][Cl:43].[F:34][C:35]([F:36])([F:37])[C:38]([OH:39])=[O:40]>>[NH:8]1[CH2:9][CH:10]([c:13]2[c:14]([C:29](=[O:30])[O:31][CH2:32][CH3:33])[cH:15][c:16]([S:19](=[O:20])(=[O:21])[c:22]3[cH:23][c:24]([F:28])[cH:25][cH:26][cH:27]3)[cH:17][cH:18]2)[CH2:11][CH2:12]1. The yield is 75.5%. The product is C(C)(C)(C)C=1C=C2C=NNC(C2=C(C1)F)=O (6-tert-Butyl-8-fluoro-2H-phthalazin-1-one). Run in O (water). Starting materials: C(C)(C)(C)C=1C=C2C(OC(C2=C(C1)F)=O)O (5-tert-butyl-7-fluoro-3-hydroxy-3H-isobenzofuran-1-one), O.NN (hydrazine monohydrate), C(C)(=O)O (acetic acid). As a reaction SMILES: [C:1]([C:5]1[CH:6]=[C:7]2[C:11](=[C:12]([F:14])[CH:13]=1)[C:10](=O)[O:9][CH:8]2O)([CH3:4])([CH3:3])[CH3:2].O.[NH2:18][NH2:19].C(O)(=O)C>O>[C:1]([C:5]1[CH:6]=[C:7]2[C:11](=[C:12]([F:14])[CH:13]=1)[C:10](=[O:9])[NH:19][N:18]=[CH:8]2)([CH3:4])([CH3:3])[CH3:2] |f:1.2|. Procedure: 1.2 g (5.4 mmol) of 5-tert-butyl-7-fluoro-3-hydroxy-3H-isobenzofuran-1-one was weighed into a 25 mL round bottom flask fitted with a stir bar, condenser, and nitrogen inlet. Added 7.5 mL (100 mmol) of hydrazine monohydrate. Added 10 mL of glacial acetic acid. Stirred under nitrogen at 100° overnight. Poured the reaction mixture into 100 ml, of stirred water. Extracted the aqueous mixture with 2×50 mL CH2Cl2. Dried the combined extracts over Na2SO4 and removed the solvent on the rotavap. Purified... Conditions: time 8 hour. Starting materials: ClC=1C=C(C=C(C1)Cl)SC1=CC(=CC(=C1)Cl)Cl (3,5-dichlorophenylsulfide), [Cl-].[NH4+] (ammonium chloride), C(CCC)[Li] (n-butyllithium), C(C1=CC=CC=C1)OCC(=O)N(CC(C(C)C)=O)C (2-benzyloxy-N-methyl-N-(3-methyl-2-oxobutyl)acetamide), 18a. Solvent: O1CCCC1 (tetrahydrofuran), CCCCCC (hexane), O1CCCC1 (tetrahydrofuran). Reaction conditions: temperature -78 celsius, time 10 minute. The product is C(C1=CC=CC=C1)OCC(=O)N(C)C(C(C(C)C)=O)SC1=CC(=CC(=C1)Cl)Cl (2-Benzyloxy-N-[1-(3,5-dichlorophenylthio)-3-methyl-2-oxobutyl]-N-methylacetamide). Isolated yield 44.8%. As a reaction SMILES: [CH2:1]([O:8][CH2:9][C:10]([N:12]([CH3:19])[CH2:13][C:14](=[O:18])[CH:15]([CH3:17])[CH3:16])=[O:11])[C:2]1[CH:7]=[CH:6][CH:5]=[CH:4][CH:3]=1.C([Li])CCC.[Cl:25][C:26]1[CH:27]=[C:28]([S:33]C2C=C(Cl)C=C(Cl)C=2)[CH:29]=[C:30]([Cl:32])[CH:31]=1.[Cl-].[NH4+]>O1CCCC1.CCCCCC>[CH2:1]([O:8][CH2:9][C:10]([N:12]([CH:13]([S:33][C:28]1[CH:29]=[C:30]([Cl:32])[CH:31]=[C:26]([Cl:25])[CH:27]=1)[C:14](=[O:18])[CH:15]([CH3:17])[CH3:16])[CH3:19])=[O:11])[C:2]1[CH:7]=[CH:6][CH:5]=[CH:4][CH:3]=1 |f:3.4|. Procedure details: In 2 ml of dry tetrahydrofuran was dissolved 100 mg (0.4 mmol )of 2-benzyloxy-N-methyl-N-(3-methyl-2-oxobutyl)acetamide (18a'), and there was added 223 μl (0.4 mmol)of n-butyllithium (1.7 M hexane solution)with stirring at -78° C. over 10 minutes. After stirring at -78° C. for 1 hour, and a tetrahydrofuran solution (1 ml)of 135 mg (0.4 mmol)of 3,5-dichlorophenylsulfide was added thereto over 10 minutes. After 30 minutes, the temperature was raised up to room temperature, a saturated aqueous ammo... Reactants: CCCCCCCCCCCCCCCCNCCCCCCCCCCCCCCCC, CCO, OO. Product: CCCCCCCCCCCCCCCCN(O)CCCCCCCCCCCCCCCC. RXN SMILES: [CH2:1]([CH2:2][CH2:3][CH2:4][CH2:5][CH2:6][CH2:7][CH2:8][CH2:9][CH2:10][CH2:11][CH2:12][CH2:13][CH2:14][CH2:15][CH3:16])[NH:17][CH2:18][CH2:19][CH2:20][CH2:21][CH2:22][CH2:23][CH2:24][CH2:25][CH2:26][CH2:27][CH2:28][CH2:29][CH2:30][CH2:31][CH2:32][CH3:33].[CH3:36][CH2:37][OH:38].[OH:34][OH:35]>>[CH2:1]([CH2:2][CH2:3][CH2:4][CH2:5][CH2:6][CH2:7][CH2:8][CH2:9][CH2:10][CH2:11][CH2:12][CH2:13][CH2:14][CH2:15][CH3:16])[N:17]([CH2:18][CH2:19][CH2:20][CH2:21][CH2:22][CH2:23][CH2:24][CH2:25][CH2:26][CH2:27][CH2:28][CH2:29][CH2:30][CH2:31][CH2:32][CH3:33])[OH:34]. The reactants are [Br-], O=C(c1ccc(Br)cc1)c1ccc(OCC=CCBr)cc1, O=C([O-])[O-], CC[N+](CC)(CC)Cc1ccccc1, CC#N, O=C(NC1CC1)C(F)(F)F, [K+], [K+]. Yields the product O=C(c1ccc(Br)cc1)c1ccc(OCC=CCN(C(=O)C(F)(F)F)C2CC2)cc1. RXN SMILES: [Br-:38].[Br:1][CH2:2][CH:3]=[CH:4][CH2:5][O:6][c:7]1[cH:8][cH:9][c:10]([C:13](=[O:14])[c:15]2[cH:16][cH:17][c:18]([Br:21])[cH:19][cH:20]2)[cH:11][cH:12]1.[C:32](=[O:33])([O-:34])[O-:35].[CH2:39]([N+:40]([CH2:41][CH3:42])([CH2:43][CH3:44])[CH2:45][CH3:46])[c:47]1[cH:48][cH:49][cH:50][cH:51][cH:52]1.[CH3:53][C:54]#[N:55].[CH:22]1([NH:25][C:26]([C:27]([F:28])([F:29])[F:30])=[O:31])[CH2:23][CH2:24]1.[K+:36].[K+:37]>>[CH2:2]([CH:3]=[CH:4][CH2:5][O:6][c:7]1[cH:8][cH:9][c:10]([C:13](=[O:14])[c:15]2[cH:16][cH:17][c:18]([Br:21])[cH:19][cH:20]2)[cH:11][cH:12]1)[N:25]([CH:22]1[CH2:23][CH2:24]1)[C:26]([C:27]([F:28])([F:29])[F:30])=[O:31]. The reactants are CCn1c(=O)c2c(nc(C=Cc3ccc(OCOC)cc3)n2C)n(CC)c1=O, Cl, [Na+], C1CCOC1, [OH-], O. As a reaction SMILES: [CH2:1]([CH3:2])[n:3]1[c:4](=[O:5])[n:6]([CH2:27][CH3:28])[c:7]2[n:8][c:9]([CH:15]=[CH:16][c:17]3[cH:18][cH:19][c:20]([O:23][CH2:24][O:25][CH3:26])[cH:21][cH:22]3)[n:10]([CH3:14])[c:11]2[c:12]1=[O:13].[ClH:29].[Na+:31].[O:33]1[CH2:34][CH2:35][CH2:36][CH2:37]1.[OH-:30].[OH2:32]>>[CH2:1]([CH3:2])[n:3]1[c:4](=[O:5])[n:6]([CH2:27][CH3:28])[c:7]2[n:8][c:9]([CH:15]=[CH:16][c:17]3[cH:18][cH:19][c:20]([OH:23])[cH:21][cH:22]3)[n:10]([CH3:14])[c:11]2[c:12]1=[O:13]. Yields the product CCn1c(=O)c2c(nc(C=Cc3ccc(O)cc3)n2C)n(CC)c1=O.